This data is from the Open Reaction Database (ORD), a public repository of structured organic reaction records. The task is: describe an organic reaction: reactants, conditions, products, and yield The reactants are compound 25d, ClC1=C(C(=CC=C1)F)C=1C=C2C(=CNC2=CC1)I (5-(2-chloro-6-fluorophenyl)-3-iodo-1H-indole), S(=O)(=O)(C1=CC=C(C)C=C1)Cl (tosyl chloride). Yields the product ClC1=C(C(=CC=C1)F)C=1C=C2C(=CN(C2=CC1)S(=O)(=O)C1=CC=C(C)C=C1)I (5-(2-chloro-6-fluorophenyl)-3-iodo-1-tosyl-1H-indole). The yield is 46.7%. As a reaction SMILES: [Cl:1][C:2]1[CH:7]=[CH:6][CH:5]=[C:4]([F:8])[C:3]=1[C:9]1[CH:10]=[C:11]2[C:15](=[CH:16][CH:17]=1)[NH:14][CH:13]=[C:12]2[I:18].[S:19](Cl)([C:22]1[CH:28]=[CH:27][C:25]([CH3:26])=[CH:24][CH:23]=1)(=[O:21])=[O:20]>>[Cl:1][C:2]1[CH:7]=[CH:6][CH:5]=[C:4]([F:8])[C:3]=1[C:9]1[CH:10]=[C:11]2[C:15](=[CH:16][CH:17]=1)[N:14]([S:19]([C:22]1[CH:28]=[CH:27][C:25]([CH3:26])=[CH:24][CH:23]=1)(=[O:21])=[O:20])[CH:13]=[C:12]2[I:18]. Reported procedure: This title compound was prepared analogously to compound 25d using 5-(2-chloro-6-fluorophenyl)-3-iodo-1H-indole (23 g, 0.07 mol) and tosyl chloride (17.7 g, 0.09 mol) to obtain the title compound (17.2 g, 46%).